From a dataset of the Open Reaction Database (ORD), a public repository of structured organic reaction records. describe an organic reaction: reactants, conditions, products, and yield The reactants are Br, CC(=O)O, COc1nccc2c(=O)c(I)c(-c3ccccc3)oc12, O. Product: O=c1c(I)c(-c2ccccc2)oc2c(=O)[nH]ccc12. Reaction SMILES: [BrH:22].[C:23]([OH:24])(=[O:25])[CH3:26].[I:1][c:2]1[c:3](=[O:20])[c:4]2[c:5]([c:6]([O:10][CH3:11])[n:7][cH:8][cH:9]2)[o:12][c:13]1-[c:14]1[cH:15][cH:16][cH:17][cH:18][cH:19]1.[OH2:21]>>[I:1][c:2]1[c:3](=[O:20])[c:4]2[c:5]([c:6](=[O:10])[nH:7][cH:8][cH:9]2)[o:12][c:13]1-[c:14]1[cH:15][cH:16][cH:17][cH:18][cH:19]1. Reactants: FC1=CC=C(C(=O)C2=CC=C(C=C2)OC)C=C1 (4-fluoro-4′-methoxy-benzophenone), C#C (acetylene), [C-]#[C-].[Na+].[Na+] (Sodium acetylide). The solvent is ice water. Conditions: time 1 hour. Product: FC1=CC=C(C=C1)C(C#C)(O)C1=CC=C(C=C1)OC (1-(4-fluorophenyl)-1-(4-methoxyphenyl)-2-propyn-1-ol). RXN SMILES: [F:1][C:2]1[CH:17]=[CH:16][C:5]([C:6]([C:8]2[CH:13]=[CH:12][C:11]([O:14][CH3:15])=[CH:10][CH:9]=2)=[O:7])=[CH:4][CH:3]=1.[CH:18]#[CH:19].[C-]#[C-].[Na+].[Na+]>>[F:1][C:2]1[CH:17]=[CH:16][C:5]([C:6]([C:8]2[CH:13]=[CH:12][C:11]([O:14][CH3:15])=[CH:10][CH:9]=2)([OH:7])[C:18]#[CH:19])=[CH:4][CH:3]=1 |f:2.3.4|. Procedure details: 4-Fluoro-4′-methoxy-benzophenone from Step 1 (126.7 grams) and acetylene saturated N,N-dimethylformamide (380 mL) were combined in a reaction flask. Sodium acetylide solution (9 weight % in toluene, 343 grams) was added to the reaction mixture dropwise over 45 minutes. The reaction mixture was stirred at room temperature for 1 hour and then poured into ice water (600 mL). The layers were phase separated and the aqueous layer was extracted with three portions of diethyl ether (200 mL). The organi... Starting materials: O=C(OOC(=O)c1ccccc1)c1ccccc1, COOC(=O)c1cc2ccn(C)c2nc1C(=O)OOC, O=C1CCC(=O)N1Cl, ClC(Cl)(Cl)Cl, ClCCl. The product is COOC(=O)c1cc2c(Cl)cn(C)c2nc1C(=O)OOC. Reaction SMILES: [C:29]([O:30][O:31][C:32](=[O:33])[c:34]1[cH:35][cH:36][cH:37][cH:38][cH:39]1)(=[O:40])[c:41]1[cH:42][cH:43][cH:44][cH:45][cH:46]1.[CH3:1][n:2]1[cH:3][cH:4][c:5]2[c:6]1[n:7][c:8]([C:16](=[O:17])[O:18][O:19][CH3:20])[c:9]([C:11](=[O:12])[O:13][O:14][CH3:15])[cH:10]2.[Cl:21][N:22]1[C:23](=[O:24])[CH2:25][CH2:26][C:27]1=[O:28].[Cl:47][C:48]([Cl:49])([Cl:50])[Cl:51].[Cl:52][CH2:53][Cl:54]>>[CH3:1][n:2]1[cH:3][c:4]([Cl:21])[c:5]2[c:6]1[n:7][c:8]([C:16](=[O:17])[O:18][O:19][CH3:20])[c:9]([C:11](=[O:12])[O:13][O:14][CH3:15])[cH:10]2.